From a dataset of the Open Reaction Database (ORD), a public repository of structured organic reaction records. describe an organic reaction: reactants, conditions, products, and yield The reactants are CC(C)O (2-propanol), C(C)(=O)NC1CCN(CC1)C(=O)OCC (4-acetamido-N-ethoxycarbonylpiperidine), C(C)#N (acetonitrile), S(=O)(Cl)Cl (thionyl chloride). Solvent: C(C)(=O)OCC (Ethyl acetate). Reaction conditions: temperature 0 celsius. Product: C(#N)C1CCN(CC1)C(=O)OCC (4-Cyano-N-ethoxycarbonylpiperidine). Reaction SMILES: C(N[CH:5]1[CH2:10][CH2:9][N:8]([C:11]([O:13][CH2:14][CH3:15])=[O:12])[CH2:7][CH2:6]1)(=O)C.[C:16](#[N:18])C.S(Cl)(Cl)=O.CC(O)C>C(OCC)(=O)C>[C:16]([CH:5]1[CH2:6][CH2:7][N:8]([C:11]([O:13][CH2:14][CH3:15])=[O:12])[CH2:9][CH2:10]1)#[N:18]. Procedure: A mixture of 4-acetamido-N-ethoxycarbonylpiperidine (17.0 g) and acetonitrile (200 ml) was cooled to 0° C., and 15.5 g of thionyl chloride was added dropwise, under nitrogen, with stirring. The reaction mixture was allowed to warm to ambient temperature. To the reaction imixture was added 2-propanol (20 ml) and the mixture was heated under reflux for 1 hr. Ethyl acetate was added, the layers were separated, and the organic phase was washed with 5% sodium bicarbonate solution, dried over anhydrou... Starting materials: C(C)N1N=CC(=C1O)C(C1=C(C(=C(C=C1)S(=O)(=O)C)Cl)Cl)=O (1-ethyl-4-(2,3-dichloro-4-methylsulfonylbenzoyl)-5-hydroxypyrazole), CNC (dimethylamine). Conditions: temperature 110 celsius. The product is C(C)N1N=CC(=C1O)C(C1=C(C(=C(C=C1)S(=O)(=O)C)N(C)C)Cl)=O (l-Ethyl-4-(2-chloro-3-dimethylamino-4-methylsulfonylbenzoyl)-5-hydroxypyrazole). As a reaction SMILES: [CH2:1]([N:3]1[C:7]([OH:8])=[C:6]([C:9](=[O:22])[C:10]2[CH:15]=[CH:14][C:13]([S:16]([CH3:19])(=[O:18])=[O:17])=[C:12](Cl)[C:11]=2[Cl:21])[CH:5]=[N:4]1)[CH3:2].[CH3:23][NH:24][CH3:25]>>[CH2:1]([N:3]1[C:7]([OH:8])=[C:6]([C:9](=[O:22])[C:10]2[CH:15]=[CH:14][C:13]([S:16]([CH3:19])(=[O:18])=[O:17])=[C:12]([N:24]([CH3:25])[CH3:23])[C:11]=2[Cl:21])[CH:5]=[N:4]1)[CH3:2]. Reported procedure: A mixture of 0.60 g (1.7 mmol) of 1-ethyl-4-(2,3-dichloro-4-methylsulfonylbenzoyl)-5-hydroxypyrazole and 8 mL of 40 percent aqueous dimethylamine was placed in a pressure reactor and heated at 110° C. for 24 hours. It was then allowed to cool and was concentrated by evaporation under reduced pressure. The residue was dissolved in dichloromethane and the solution obtained was washed with 1N aqueous hydrochloric acid, dried over sodium sulfate, and concentrated by evaporation under reduced pressur... Starting materials: [Al+3], [Cl-], [Cl-], [Cl-], ClCCl, Cl, Cc1ccc(C(=O)Cl)cc1Cl. The product is Cc1c(Cl)cc(C(=O)Cl)cc1Cl. Reaction SMILES: [Al+3:16].[Cl-:13].[Cl-:14].[Cl-:15].[Cl:17][CH2:18][Cl:19].[Cl:1].[Cl:2][c:3]1[cH:4][c:5]([C:6](=[O:7])[Cl:8])[cH:9][cH:10][c:11]1[CH3:12]>>[Cl:2][c:3]1[cH:4][c:5]([C:6](=[O:7])[Cl:8])[cH:9][c:10]([Cl:13])[c:11]1[CH3:12]. The reactants are CS(=O)(=O)N (methanesulfonamide), ClC=1C(=CC(=C(C(=O)O)C1)F)OCC1(C2CC3CC(CC1C3)C2)C#N (5-chloro-4-((2-cyanoadamantan-2-yl)methoxy)-2-fluorobenzoic acid), COCCS(=O)(=O)N (2-methoxyethanesulfonamide), C(#N)C1(C2CC3CC(CC1C3)C2)COC2=CC(=C(C(=O)O)C=C2C2CC2)F (4-((2-cyanoadamantan-2-yl)methoxy)-5-cyclopropyl-2-fluorobenzoic acid). Product: ClC=1C(=CC(=C(C(=O)NS(=O)(=O)CCOC)C1)F)OCC1(C2CC3CC(CC1C3)C2)C#N (5-chloro-4-((2-cyanoadamantan-2-yl)methoxy)-2-fluoro-N-((2-methoxyethyl)sulfonyl)benzamide). As a reaction SMILES: CS(N)(=O)=O.[CH3:6][O:7][CH2:8][CH2:9][S:10]([NH2:13])(=[O:12])=[O:11].C(C1(COC2C(C3CC3)=CC(C(O)=O)=C(F)C=2)C2CC3CC(CC1C3)C2)#N.[Cl:41][C:42]1[C:43]([O:52][CH2:53][C:54]2([C:64]#[N:65])[CH:61]3[CH2:62][CH:57]4[CH2:58][CH:59]([CH2:63][CH:55]2[CH2:56]4)[CH2:60]3)=[CH:44][C:45]([F:51])=[C:46]([CH:50]=1)[C:47](O)=[O:48]>>[Cl:41][C:42]1[C:43]([O:52][CH2:53][C:54]2([C:64]#[N:65])[CH:55]3[CH2:56][CH:57]4[CH2:58][CH:59]([CH2:60][CH:61]2[CH2:62]4)[CH2:63]3)=[CH:44][C:45]([F:51])=[C:46]([CH:50]=1)[C:47]([NH:13][S:10]([CH2:9][CH2:8][O:7][CH3:6])(=[O:12])=[O:11])=[O:48]. Reported procedure: Following the procedure as described in Example 332 Step 7 and making non-critical variations to replace methanesulfonamide with 2-methoxyethanesulfonamide and to replace 4-((2-cyanoadamantan-2-yl)methoxy)-5-cyclopropyl-2-fluorobenzoic acid with 5-chloro-4-((2-cyanoadamantan-2-yl)methoxy)-2-fluorobenzoic acid, the title compound was obtained following trituration with a 5:1 mixture of hexanes in diethyl ether (10 mL) as a colorless powder (0.094 g, 63%): 1H NMR (300 MHz, DMSO-d6) δ 12.13 (br s, ... Reactants: [BH4-], O=C(O)c1cc(Cl)ccc1I, Cl, [Na+], C1CCOC1, O. Product: OCc1cc(Cl)ccc1I. Reaction SMILES: [BH4-:12].[Cl:1][c:2]1[cH:3][cH:4][c:5]([I:11])[c:6]([C:7](=[O:8])[OH:9])[cH:10]1.[ClH:14].[Na+:13].[O:15]1[CH2:16][CH2:17][CH2:18][CH2:19]1.[OH2:20]>>[Cl:1][c:2]1[cH:3][cH:4][c:5]([I:11])[c:6]([CH2:7][OH:8])[cH:10]1.